describe an organic reaction: reactants, conditions, products, and yield From a dataset of the Open Reaction Database (ORD), a public repository of structured organic reaction records. Starting materials: C(C)(CC)NC(NC1=C(C(=O)OC)C=CC=C1)=O (Methyl 2-(3-sec-butyl-ureido)benzoate). Solvent: S(O)(O)(=O)=O (sulfuric acid). Run at time 2 hour. Yields the product C(C)(CC)NC1=NC2=C(C(O1)=O)C=CC=C2 (2-sec-butylamino-4H-3,1-benzoxazin-4-one). RXN SMILES: [CH:1]([NH:5][C:6](=[O:18])[NH:7][C:8]1[CH:17]=[CH:16][CH:15]=[CH:14][C:9]=1[C:10]([O:12]C)=O)([CH2:3][CH3:4])[CH3:2]>S(=O)(=O)(O)O>[CH:1]([NH:5][C:6]1[O:18][C:10](=[O:12])[C:9]2[CH:14]=[CH:15][CH:16]=[CH:17][C:8]=2[N:7]=1)([CH2:3][CH3:4])[CH3:2]. Procedure details: Methyl 2-(3-sec-butyl-ureido)benzoate (90 mg) was dissolved in 2 ml of concentrated sulfuric acid. The solution was stirred for 21/2 hours and poured onto ice. The ice-quenched mixture was rapidly neutralized with saturated sodium bicarbonate solution. The resulting white precipitate was filtered, dried and recrystallized from ether and petroleum ether, to yield 2-sec-butylamino-4H-3,1-benzoxazin-4-one, m.p. 122°-123° C.; 'H NMR (delta CDCl3): 1.0 (t, 3H, CH3CH2); 1.3 (d, 3H, CH3CH); 1.6 (m, 2H,... The reactants are OC(CNCCCCCCCC)CN(CC(CNCCCCCCCC)O)CCS(=O)(=O)O (11,15-dihydroxy-13-sulfoethyl-9,13,17-triazapentacosane), C1(\C=C/C(=O)O1)=O (maleic anhydride). Solvent: C=1(C(=CC=CC1)C)C (xylene). The product is OC(CN(C(C=CC(=O)O)=O)CCCCCCCC)CN(CC(CN(C(C=CC(=O)O)=O)CCCCCCCC)O)CCS(=O)(=O)O (6,10-dihydroxy-4,12-dioctyl-3,13-dioxo-8-sulfoethyl-4,8,12-triaza-1,14-pentadecadiene-1,15-dicarboxylic acid). Isolated yield 79.5%. RXN SMILES: [OH:1][CH:2]([CH2:13][N:14]([CH2:28][CH2:29][S:30]([OH:33])(=[O:32])=[O:31])[CH2:15][CH:16]([OH:27])[CH2:17][NH:18][CH2:19][CH2:20][CH2:21][CH2:22][CH2:23][CH2:24][CH2:25][CH3:26])[CH2:3][NH:4][CH2:5][CH2:6][CH2:7][CH2:8][CH2:9][CH2:10][CH2:11][CH3:12].[C:34]1(=[O:40])[O:39][C:37](=[O:38])[CH:36]=[CH:35]1>C1(C)C(C)=CC=CC=1>[OH:1][CH:2]([CH2:13][N:14]([CH2:28][CH2:29][S:30]([OH:33])(=[O:31])=[O:32])[CH2:15][CH:16]([OH:27])[CH2:17][N:18]([CH2:19][CH2:20][CH2:21][CH2:22][CH2:23][CH2:24][CH2:25][CH3:26])[C:34](=[O:40])[CH:35]=[CH:36][C:37]([OH:39])=[O:38])[CH2:3][N:4]([CH2:5][CH2:6][CH2:7][CH2:8][CH2:9][CH2:10][CH2:11][CH3:12])[C:34](=[O:40])[CH:35]=[CH:36][C:37]([OH:39])=[O:38]. Reported procedure: A reactor was charged with 20 g (0.04 mole) of 11,15-dihydroxy-13-sulfoethyl-9,13,17-triazapentacosane and 100 g of xylene, to which 10 g (0.1 mole) of maleic anhydride were then added with stirring to conduct a reaction at 50° C. for 6 hours. After xylene was distilled off under reduced pressure, 300 ml of water were added, and 10% sodium hydroxide was further added to keep the pH of the reaction mixture at 7. Thereafter, the reaction mixture was subjected to electrodialysis and lyophilized, th... Starting materials: C(#N)C1CN(C1)C([C@@H](C)NC(=O)C1=CN(C2=NC=C(N=C21)Br)COCC[Si](C)(C)C)=O (2-bromo-5-(2-trimethylsilanyl-ethoxymethyl)-5H-pyrrolo[2,3-b]pyrazine-7-carboxylic acid [(R)-2-(3-cyano-azetidin-1-yl)-1-methyl-2-oxo-ethyl]-amide), COC=1C=C(C=C(C1OC)OC)B(O)O (3,4,5-trimethoxyphenylboronic acid), C(=O)([O-])[O-].[K+].[K+] (K2CO3). Reagents/catalysts: C=1C=CC(=CC1)[P](C=2C=CC=CC2)(C=3C=CC=CC3)[Pd]([P](C=4C=CC=CC4)(C=5C=CC=CC5)C=6C=CC=CC6)([P](C=7C=CC=CC7)(C=8C=CC=CC8)C=9C=CC=CC9)[P](C=1C=CC=CC1)(C=1C=CC=CC1)C=1C=CC=CC1 (Pd(PPh3)4). Solvent: COCCOC (DME). Conditions: temperature 90 celsius. The product is C(#N)C1CN(C1)C([C@@H](C)NC(=O)C1=CN(C2=NC=C(N=C21)C2=CC(=C(C(=C2)OC)OC)OC)COCC[Si](C)(C)C)=O (2-(3,4,5-trimethoxy-phenyl)-5-(2-trimethylsilanyl-ethoxymethyl)-5H-pyrrolo[2,3-b]pyrazine-7-carboxylic acid [(R)-2-(3-cyano-azetidin-1-yl)-1-methyl-2-oxo-ethyl]-amide). The yield is 98.2%. As a reaction SMILES: [C:1]([CH:3]1[CH2:6][N:5]([C:7](=[O:31])[C@H:8]([NH:10][C:11]([C:13]2[C:21]3[C:16](=[N:17][CH:18]=[C:19](Br)[N:20]=3)[N:15]([CH2:23][O:24][CH2:25][CH2:26][Si:27]([CH3:30])([CH3:29])[CH3:28])[CH:14]=2)=[O:12])[CH3:9])[CH2:4]1)#[N:2].[CH3:32][O:33][C:34]1[CH:35]=[C:36](B(O)O)[CH:37]=[C:38]([O:42][CH3:43])[C:39]=1[O:40][CH3:41].C([O-])([O-])=O.[K+].[K+]>COCCOC.C1C=CC([P]([Pd]([P](C2C=CC=CC=2)(C2C=CC=CC=2)C2C=CC=CC=2)([P](C2C=CC=CC=2)(C2C=CC=CC=2)C2C=CC=CC=2)[P](C2C=CC=CC=2)(C2C=CC=CC=2)C2C=CC=CC=2)(C2C=CC=CC=2)C2C=CC=CC=2)=CC=1>[C:1]([CH:3]1[CH2:6][N:5]([C:7](=[O:31])[C@H:8]([NH:10][C:11]([C:13]2[C:21]3[C:16](=[N:17][CH:18]=[C:19]([C:36]4[CH:37]=[C:38]([O:42][CH3:43])[C:39]([O:40][CH3:41])=[C:34]([O:33][CH3:32])[CH:35]=4)[N:20]=3)[N:15]([CH2:23][O:24][CH2:25][CH2:26][Si:27]([CH3:30])([CH3:29])[CH3:28])[CH:14]=2)=[O:12])[CH3:9])[CH2:4]1)#[N:2] |f:2.3.4,^1:62,64,83,102|. Procedure: In a round-bottomed flask 2-bromo-5-(2-trimethylsilanyl-ethoxymethyl)-5H-pyrrolo[2,3-b]pyrazine-7-carboxylic acid [(R)-2-(3-cyano-azetidin-1-yl)-1-methyl-2-oxo-ethyl]-amide (125 mg, 0.25 mmol) and 3,4,5-trimethoxyphenylboronic acid (78 mg, 0.37 mmol) were dissolved in DME (2.0 mL). Aqueous K2CO3 (2.0 M, 0.37 mL, 0.74 mmol) and Pd(PPh3)4 (14 mg, 0.012 mmol) were added and the mixture degassed with a gentle stream of N2 for 15 min. The reaction mixture was heated at 90° C. for 1.5 h then cooled to... The reactants are C[Si](C)(C)[N-][Si](C)(C)C, CN(C)c1ccccc1-c1ccccc1P(C1CCCCC1)C1CCCCC1, CNc1cc(-c2cccnc2Nc2c(C)ccc3c(Cl)nccc23)ncn1, Nc1cccc(OC(F)(F)F)c1, [Li+], O=C(C=Cc1ccccc1)C=Cc1ccccc1, O=C(C=Cc1ccccc1)C=Cc1ccccc1, O=C(C=Cc1ccccc1)C=Cc1ccccc1, [Pd], [Pd]. Yields the product CNc1cc(-c2cccnc2Nc2c(C)ccc3c(Nc4cccc(OC(F)(F)F)c4)nccc23)ncn1. As a reaction SMILES: [CH3:68][Si:69]([N-:70][Si:71]([CH3:72])([CH3:73])[CH3:74])([CH3:75])[CH3:76].[CH:40]1([P:41]([CH:42]2[CH2:43][CH2:44][CH2:45][CH2:46][CH2:47]2)[c:48]2[cH:49][cH:50][cH:51][cH:52][c:53]2-[c:54]2[cH:55][cH:56][cH:57][cH:58][c:59]2[N:60]([CH3:61])[CH3:62])[CH2:63][CH2:64][CH2:65][CH2:66][CH2:67]1.[Cl:13][c:14]1[n:15][cH:16][cH:17][c:18]2[c:19]([NH:25][c:26]3[n:27][cH:28][cH:29][cH:30][c:31]3-[c:32]3[n:33][cH:34][n:35][c:36]([NH:38][CH3:39])[cH:37]3)[c:20]([CH3:24])[cH:21][cH:22][c:23]12.[F:1][C:2]([O:3][c:4]1[cH:5][c:6]([NH2:7])[cH:8][cH:9][cH:10]1)([F:11])[F:12].[Li+:77].[O:116]=[C:117]([CH:118]=[CH:119][c:120]1[cH:121][cH:122][cH:123][cH:124][cH:125]1)[CH:126]=[CH:127][c:128]1[cH:129][cH:130][cH:131][cH:132][cH:133]1.[O:80]=[C:81]([CH:82]=[CH:83][c:84]1[cH:85][cH:86][cH:87][cH:88][cH:89]1)[CH:90]=[CH:91][c:92]1[cH:93][cH:94][cH:95][cH:96][cH:97]1.[O:98]=[C:99]([CH:100]=[CH:101][c:102]1[cH:103][cH:104][cH:105][cH:106][cH:107]1)[CH:108]=[CH:109][c:110]1[cH:111][cH:112][cH:113][cH:114][cH:115]1.[Pd:78].[Pd:79]>>[F:1][C:2]([O:3][c:4]1[cH:5][c:6]([NH:7][c:14]2[n:15][cH:16][cH:17][c:18]3[c:19]([NH:25][c:26]4[n:27][cH:28][cH:29][cH:30][c:31]4-[c:32]4[n:33][cH:34][n:35][c:36]([NH:38][CH3:39])[cH:37]4)[c:20]([CH3:24])[cH:21][cH:22][c:23]23)[cH:8][cH:9][cH:10]1)([F:11])[F:12]. The reactants are [Br-], [Br-], [Br-], CCCC[N+](CCCC)(CCCC)CCCC, CCCC[N+](CCCC)(CCCC)CCCC, CCCC[N+](CCCC)(CCCC)CCCC, Cc1ccc(S(=O)(=O)n2nc(C)c3ccc(N)cc32)cc1, CO, ClCCCl. Yields the product Cc1ccc(S(=O)(=O)n2nc(C)c3cc(Br)c(N)cc32)cc1. Reaction SMILES: [Br-:24].[Br-:25].[Br-:26].[CH2:27]([N+:28]([CH2:29][CH2:30][CH2:31][CH3:32])([CH2:33][CH2:34][CH2:35][CH3:36])[CH2:37][CH2:38][CH2:39][CH3:40])[CH2:41][CH2:42][CH3:43].[CH2:44]([N+:45]([CH2:46][CH2:47][CH2:48][CH3:49])([CH2:50][CH2:51][CH2:52][CH3:53])[CH2:54][CH2:55][CH2:56][CH3:57])[CH2:58][CH2:59][CH3:60].[CH2:61]([N+:62]([CH2:63][CH2:64][CH2:65][CH3:66])([CH2:67][CH2:68][CH2:69][CH3:70])[CH2:71][CH2:72][CH2:73][CH3:74])[CH2:75][CH2:76][CH3:77].[CH3:1][c:2]1[n:3][n:4]([S:12](=[O:13])(=[O:14])[c:15]2[cH:16][cH:17][c:18]([CH3:21])[cH:19][cH:20]2)[c:5]2[cH:6][c:7]([NH2:11])[cH:8][cH:9][c:10]12.[CH3:22][OH:23].[Cl:78][CH2:79][CH2:80][Cl:81]>>[CH3:1][c:2]1[n:3][n:4]([S:12](=[O:13])(=[O:14])[c:15]2[cH:16][cH:17][c:18]([CH3:21])[cH:19][cH:20]2)[c:5]2[cH:6][c:7]([NH2:11])[c:8]([Br:24])[cH:9][c:10]12. Reactants: CC(=O)O, C1COCCN1, C1CCOC1, CC(C)N1CCN(c2nc3ccc(C=O)cc3s2)CC1. Product: CC(C)N1CCN(c2nc3ccc(CN4CCOCC4)cc3s2)CC1. RXN SMILES: [C:21]([OH:22])(=[O:23])[CH3:24].[CH2:25]1[CH2:26][O:27][CH2:28][CH2:29][NH:30]1.[CH2:31]1[O:32][CH2:33][CH2:34][CH2:35]1.[CH:1]([CH3:2])([CH3:3])[N:4]1[CH2:5][CH2:6][N:7]([c:10]2[s:11][c:12]3[c:13]([n:14]2)[cH:15][cH:16][c:17]([CH:19]=[O:20])[cH:18]3)[CH2:8][CH2:9]1>>[CH:1]([CH3:2])([CH3:3])[N:4]1[CH2:5][CH2:6][N:7]([c:10]2[s:11][c:12]3[c:13]([n:14]2)[cH:15][cH:16][c:17]([CH2:19][N:30]2[CH2:25][CH2:26][O:27][CH2:28][CH2:29]2)[cH:18]3)[CH2:8][CH2:9]1. The reactants are CO, [K+], [K+], CC1(N2CCC(Cc3ccc(Cl)cc3Cl)C2=O)CCC(OC(=O)c2ccc([N+](=O)[O-])cc2)CC1, O=C([O-])[O-]. Product: CC1(N2CCC(Cc3ccc(Cl)cc3Cl)C2=O)CCC(O)CC1. As a reaction SMILES: [CH3:41][OH:42].[K+:35].[K+:36].[N+:1]([c:2]1[cH:3][cH:4][c:5]([C:6](=[O:7])[O:10][CH:11]2[CH2:12][CH2:13][C:14]([CH3:17])([N:18]3[C:19](=[O:32])[CH:20]([CH2:23][c:24]4[c:25]([Cl:31])[cH:26][c:27]([Cl:30])[cH:28][cH:29]4)[CH2:21][CH2:22]3)[CH2:15][CH2:16]2)[cH:8][cH:9]1)([O-:33])=[O:34].[O-:37][C:38]([O-:39])=[O:40]>>[OH:10][CH:11]1[CH2:12][CH2:13][C:14]([CH3:17])([N:18]2[C:19](=[O:32])[CH:20]([CH2:23][c:24]3[c:25]([Cl:31])[cH:26][c:27]([Cl:30])[cH:28][cH:29]3)[CH2:21][CH2:22]2)[CH2:15][CH2:16]1. Starting materials: CC1=C(N=C(O1)C1=CC=CC=C1)COC1=CC=C(CN2N=C(C(=C2)CO)OCC2=CC=C(C=C2)OCC=2N=C(OC2C)C2=CC=CC=C2)C=C1 ([1-[4-(5-methyl-2-phenyl-4-oxazolylmethoxy)benzyl]-3-[4-(5-methyl-2-phenyl-4-oxazolylmethoxy)benzyloxy]-1H-pyrazol-4-yl]methanol), C(Cl)(Cl)Cl (chloroform). Reagents/catalysts: [O-2].[O-2].[Mn+4] (manganese dioxide). The solvent is O1CCCC1 (tetrahydrofuran). Run at time 3 hour. Product: CC1=C(N=C(O1)C1=CC=CC=C1)COC1=CC=C(CN2N=C(C(=C2)C=O)OCC2=CC=C(C=C2)OCC=2N=C(OC2C)C2=CC=CC=C2)C=C1 (1-[4-(5-methyl-2-phenyl-4-oxazolylmethoxy)benzyl]-3-[4-(5-methyl-2-phenyl-4-oxazolylmethoxy)benzyloxy]-1H-pyrazole-4-carbaldehyde). Yield: 95.4%. RXN SMILES: [CH3:1][C:2]1[O:6][C:5]([C:7]2[CH:12]=[CH:11][CH:10]=[CH:9][CH:8]=2)=[N:4][C:3]=1[CH2:13][O:14][C:15]1[CH:50]=[CH:49][C:18]([CH2:19][N:20]2[CH:24]=[C:23]([CH2:25][OH:26])[C:22]([O:27][CH2:28][C:29]3[CH:34]=[CH:33][C:32]([O:35][CH2:36][C:37]4[N:38]=[C:39]([C:43]5[CH:48]=[CH:47][CH:46]=[CH:45][CH:44]=5)[O:40][C:41]=4[CH3:42])=[CH:31][CH:30]=3)=[N:21]2)=[CH:17][CH:16]=1.C(Cl)(Cl)Cl>[O-2].[O-2].[Mn+4].O1CCCC1>[CH3:1][C:2]1[O:6][C:5]([C:7]2[CH:12]=[CH:11][CH:10]=[CH:9][CH:8]=2)=[N:4][C:3]=1[CH2:13][O:14][C:15]1[CH:50]=[CH:49][C:18]([CH2:19][N:20]2[CH:24]=[C:23]([CH:25]=[O:26])[C:22]([O:27][CH2:28][C:29]3[CH:34]=[CH:33][C:32]([O:35][CH2:36][C:37]4[N:38]=[C:39]([C:43]5[CH:44]=[CH:45][CH:46]=[CH:47][CH:48]=5)[O:40][C:41]=4[CH3:42])=[CH:31][CH:30]=3)=[N:21]2)=[CH:17][CH:16]=1 |f:2.3.4|. Procedure details: A mixture of [1-[4-(5-methyl-2-phenyl-4-oxazolylmethoxy)benzyl]-3-[4-(5-methyl-2-phenyl-4-oxazolylmethoxy)benzyloxy]-1H-pyrazol-4-yl]methanol (27.02 g), activated manganese dioxide (52.29 g), chloroform (50 ml), and tetrahydrofuran (300 ml) was stirred at room temperature for 3 hours. After the manganese dioxide was removed by filtration, the filtrate was concentrated. The crystals obtained were collected by filtration to yield 1-[4-(5-methyl-2-phenyl-4-oxazolylmethoxy)benzyl]-3-[4-(5-methyl-2-p... The reactants are Cl.NC1=C(SC=C1)C(=O)OC (methyl 3-amino-2-thiophenecarboxylate hydrochloride), [OH-].[Na+] (sodium hydroxide). The solvent is C(CCC)O (n-butanol). Conditions: time 2.5 hour. The product is N1C(OC(C2=C1C=CS2)=O)=O (2H-thieno[3,2-d][1,3]oxazine-2,4(1H)-dione). As a reaction SMILES: Cl.[NH2:2][C:3]1[CH:7]=[CH:6][S:5][C:4]=1[C:8]([O:10][CH3:11])=[O:9].[OH-:12].[Na+]>C(O)CCC>[NH:2]1[C:3]2[CH:7]=[CH:6][S:5][C:4]=2[C:8](=[O:9])[O:10][C:11]1=[O:12] |f:0.1,2.3|. Reported procedure: A mixture of 175 g (0.93 mol) of methyl 3-amino-2-thiophenecarboxylate hydrochloride, 1.8 liters of n-butanol and 77 g of sodium hydroxide is heated to boiling under reflux for 30 minutes. After concentration of the resulting suspension on a rotary evaporator, the mixture of sodium 3-amino-2-thiophenecarboxylate and sodium chloride is used directly in the next step. For this purpose, the mixture is treated with 800 ml of water, 280 ml of concentrated hydrochloric acid and 230 ml of tetrahydrofur... The reactants are CCOCCOCCO (transcutol), O=C1C(O)=C(O)[C@H](O1)[C@@H](O)CO (ascorbic acid), test material. The solvent is CS(=O)C (DMSO), CS(=O)C (DMSO). Conditions: temperature 37 celsius. The product is CCOCCOCCO (Transcutol), C1=CC(=CC=C1[C@@H]2CC=3C=CC(=CC3OC2)O)O (equol). As a reaction SMILES: [CH3:1][CH2:2][O:3][CH2:4][CH2:5][O:6][CH2:7][CH2:8][OH:9].O=[C:11]1O[C@H:16]([C@H:18]([CH2:20]O)[OH:19])[C:14](O)=[C:12]1O>CS(C)=O>[CH3:1][CH2:2][O:3][CH2:4][CH2:5][O:6][CH2:7][CH2:8][OH:9].[CH:11]1[C:12]([C@H:4]2[CH2:5][O:6][C:7]3[CH:8]=[C:18]([OH:19])[CH:16]=[CH:14][C:12]=3[CH2:11]2)=[CH:14][CH:16]=[C:18]([OH:19])[CH:20]=1. Procedure details: Approximately 20 to 40 mg of the test material was weighed into pre-tared sterile glass vials and the precise weight was recorded. Vehicle volume was then calculated to give a 50% w/v solution, and the vehicle was added. Two different vehicles were used, as indicated in Examples. DMSO vehicle was prepared from 100% DMSO (EMD Biosciences Cat. #MX1458-6, Lot #42364321). Transcutol vehicle was prepared from 100% transcutol (Gattefosse a.s.a., Cedex, France). Samples were then vortexed vigorously un...